From a dataset of the Open Reaction Database (ORD), a public repository of structured organic reaction records. describe an organic reaction: reactants, conditions, products, and yield Starting materials: CC1OC2=C3C(NC1=O)=C1CCCCC1=NC3=CC=C2 (1,3,9,10,11,12-hexahydro-3-methyl-2H-quino[4,3,2-ef][1,4]benzoxazepin-2-one), C(C1=CC=CC=C1)Br (benzyl bromide), CC(C)([O-])C.[K+] (potassium t-butoxide). Solvent: CN(C=O)C (dimethylformamide), O (water). Conditions: time 15 minute. Product: 1-diethyl ether pentane, C(C1=CC=CC=C1)N1C(C(OC2=C3C1=C1CCCCC1=NC3=CC=C2)C)=O (1-benzyl-3-methyl-1,3,9,10,11,12-hexahydro-2H-quino[4,3,2-ef][1,4]benzoxazepin-2-one). The yield is 68.0%. As a reaction SMILES: [CH3:1][CH:2]1[C:8](=[O:9])[NH:7][C:6]2=[C:10]3[C:15](=[N:16][C:17]4=[CH:18][CH:19]=[CH:20][C:4](=[C:5]24)[O:3]1)[CH2:14][CH2:13][CH2:12][CH2:11]3.CC(C)([O-])C.[K+].[CH2:27](Br)[C:28]1[CH:33]=[CH:32][CH:31]=[CH:30][CH:29]=1>CN(C)C=O.O>[CH2:27]([N:7]1[C:6]2=[C:10]3[C:15](=[N:16][C:17]4=[CH:18][CH:19]=[CH:20][C:4](=[C:5]24)[O:3][CH:2]([CH3:1])[C:8]1=[O:9])[CH2:14][CH2:13][CH2:12][CH2:11]3)[C:28]1[CH:33]=[CH:32][CH:31]=[CH:30][CH:29]=1 |f:1.2|. Reported procedure: To a suspension of 1,3,9,10,11,12-hexahydro-3-methyl-2H-quino[4,3,2-ef][1,4]benzoxazepin-2-one (5.0 g) in dry dimethylformamide (60 ml) was added potassium t-butoxide (3.15 g), with stirring. After 15 mins, benzyl bromide (2.66 ml) was added, and the reaction mixture was stirred for two hrs. The reaction mixture was diluted with water (300 ml), extracted twice with 100 ml-portions of diethyl ether, dried over anhydrous magnesium sulfate, filtered, and concentrated. The residue was adhered to sil... The reactants are BrC=1C(=C(C=CC1)NC(C=NO)=O)C (N-(3-Bromo-2-methyl-phenyl)-2-hydroxyimino-acetamide), ice water, OS(=O)(=O)O (H2SO4). The product is BrC1=CC=C2C(C(NC2=C1C)=O)=O (6-Bromo-7-methyl-1H-indole-2,3-dione). RXN SMILES: [Br:1][C:2]1[C:3]([CH3:14])=[C:4]([NH:8][C:9](=[O:13])[CH:10]=NO)[CH:5]=[CH:6][CH:7]=1.[OH:15]S(O)(=O)=O>>[Br:1][C:2]1[C:3]([CH3:14])=[C:4]2[C:5]([C:10](=[O:15])[C:9](=[O:13])[NH:8]2)=[CH:6][CH:7]=1. Reported procedure: A mixture of N-(3-Bromo-2-methyl-phenyl)-2-hydroxyimino-acetamide (18.0 g, 0.07 mol), conc.H2SO4 (150 mL) is stirred at 80° C. for 1 h. After reaction, poured the reaction mixture to ice water (2 L) the mixture is filtered and the solid is dried under vacuum to give product. The reactants are O (water), [N+](=O)([O-])C1=C(N)C=CC(=C1)SC#N (2-nitro-4-thiocyanato-aniline), [OH-].[K+] (potassium hydroxide), C(C)I (ethyl iodide). The solvent is C(C)O (ethanol). Reaction conditions: time 5 minute. Product: NC1=C(C=C(C=C1)SCC)[N+](=O)[O-] (1-amino-4-ethylthio-2-nitrobenzene). Isolated yield 95.4%. Reaction SMILES: [N+:1]([C:4]1[CH:10]=[C:9]([S:11][C:12]#N)[CH:8]=[CH:7][C:5]=1[NH2:6])([O-:3])=[O:2].[OH-].[K+].[CH2:16](I)C.O>C(O)C>[NH2:6][C:5]1[CH:7]=[CH:8][C:9]([S:11][CH2:12][CH3:16])=[CH:10][C:4]=1[N+:1]([O-:3])=[O:2] |f:1.2|. Reported procedure: 2-Nitro-4-thiocyanatoaniline (17.55 g.; prepared as hereinbefore described in Example 6) was added portionwise to a stirred solution of potassium hydroxide (13.4 g.) in ethanol (210 ml.), keeping the temperature below 20° C. After 5 minutes, ethyl iodide (14.4 g.) was added during five minutes. The stirring was continued for a further hour and the mixture was allowed to stand overnight. The mixture was then poured into water (1100 ml.) and extracted with chloroform (3× 300 ml.). The chloroform l...